This data is from the Open Reaction Database (ORD), a public repository of structured organic reaction records. The task is: describe an organic reaction: reactants, conditions, products, and yield Reactants: OC1=CC2=C(N=CS2)C=C1 (6-hydroxybenzothiazole), [H-].[Na+] (sodium hydride), [Na+].[Cl-] (NaCl), COCCOCCl ((2-methoxyethoxy)methylchloride). Run in CN(C=O)C (dimethyl-formamide), CN(C=O)C (dimethylformamide). Reaction conditions: time 1 hour. The product is COCCOCOC1=CC2=C(N=CS2)C=C1 (6-[(2-methoxyethoxy)-methoxy]benzothiazole). As a reaction SMILES: [OH:1][C:2]1[CH:10]=[CH:9][C:5]2[N:6]=[CH:7][S:8][C:4]=2[CH:3]=1.[H-].[Na+].[CH3:13][O:14][CH2:15][CH2:16][O:17][CH2:18]Cl.[Na+].[Cl-]>CN(C)C=O>[CH3:13][O:14][CH2:15][CH2:16][O:17][CH2:18][O:1][C:2]1[CH:10]=[CH:9][C:5]2[N:6]=[CH:7][S:8][C:4]=2[CH:3]=1 |f:1.2,4.5|. Procedure details: A solution of 1 g of 6-hydroxybenzothiazole in dimethyl-formamide was dropped into a solution of 0.4 g of 60% sodium hydride in 3 ml of dimethylformamide at 0° C. After the mixture was stirred at room temperature for 1 hour, 0.75 ml of (2-methoxyethoxy)methylchloride was added dropwise into the mixture and the mixture was stirred for another 1 hour. NaCl was added to the reaction mixture and the mixture was extracted with ether. The extracts were dried over sodium sulfate and concentrated, and t... The reactants are ClC=1C=C(C=CC1Cl)C(CC=O)C1N(C(C2=CC(=CC=C12)OC)=O)C (3-(3,4-Dichlorophenyl)-3-(5-methoxy-2-methyl-3-oxo-2,3-dihydro-1H-isoindol-1-yl)propionaldehyde), O=C1N(CCCN1)C1CCNCC1 (4-(2-oxoperhydropyrimidine-1-yl)piperidine). The product is Cl.ClC=1C=C(C=CC1Cl)C(CCN1CCC(CC1)N1C(NCCC1)=O)C1N(C(C2=CC(=CC=C12)OC)=O)C (3-[1-(3,4-Dichlorophenyl)-3-(4-(2-oxoperhydropyrimidine-1-yl)piperidino)propyl]-6-methoxy-2-methyl-2,3-dihydroisoindol-1-one hydrochloride). The yield is 144.4%. As a reaction SMILES: [Cl:1][C:2]1[CH:3]=[C:4]([CH:9]([CH:13]2[C:21]3[C:16](=[CH:17][C:18]([O:22][CH3:23])=[CH:19][CH:20]=3)[C:15](=[O:24])[N:14]2[CH3:25])[CH2:10][CH:11]=O)[CH:5]=[CH:6][C:7]=1[Cl:8].[O:26]=[C:27]1[NH:32][CH2:31][CH2:30][CH2:29][N:28]1[CH:33]1[CH2:38][CH2:37][NH:36][CH2:35][CH2:34]1>>[ClH:1].[Cl:1][C:2]1[CH:3]=[C:4]([CH:9]([CH:13]2[C:21]3[C:16](=[CH:17][C:18]([O:22][CH3:23])=[CH:19][CH:20]=3)[C:15](=[O:24])[N:14]2[CH3:25])[CH2:10][CH2:11][N:36]2[CH2:37][CH2:38][CH:33]([N:28]3[CH2:29][CH2:30][CH2:31][NH:32][C:27]3=[O:26])[CH2:34][CH2:35]2)[CH:5]=[CH:6][C:7]=1[Cl:8] |f:2.3|. Procedure: 3-(3,4-Dichlorophenyl)-3-(5-methoxy-2-methyl-3-oxo-2,3-dihydro-1H-isoindol-1-yl)propionaldehyde (0.378 g) was coupled to 4-(2-oxoperhydropyrimidine-1-yl)piperidine (0.22 g) by a method similar to that described in Example 8, to give the title compound (0.420 g); mp 165°-175° C. (d); MS: m/z=545(M+1); NMR(CD3 SOCD3): 1.65 (d,2, J=12), 1.78 (s,2), 2.18 (m,2), 3.08 (s,3), 3.8 (s,3), 4.78 (d,1, J=3.5), 6.77 (d,1, J=8.5) 7.01 (s,2), 7.18 (dd,1, J=8.3, 2.4), 7.35 (d,1, J=8.2), 7.8 (d,1, J=8.4). Analys...